The task is: describe an organic reaction: reactants, conditions, products, and yield. This data is from the Open Reaction Database (ORD), a public repository of structured organic reaction records. Run at time 1 hour. The reactants are BrC=1C=C(C=CC1)N (3-bromo-phenylamine), CCN(C(C)C)C(C)C (DIEA), C(C)(=O)Cl (Acetyl chloride). The product is BrC=1C=C(C=CC1)NC(C)=O (N-(3-Bromo-phenyl)-acetamide). Procedure details: A solution of 3-bromo-phenylamine (1.04 g, 6 mmol) was treated with DIEA (2.3 mL, 13.3 mmol) and chilled to zero degrees. Acetyl chloride (0.47 mL, 6.7 mmol) was added dropwise via syringe. Reaction was allowed to return to room temperature and stir for 1 hour. Reaction was then poured onto water and washed once. Organic phase was evaporated to beige solids (1.25 g, 98%). RXN SMILES: [Br:1][C:2]1[CH:3]=[C:4]([NH2:8])[CH:5]=[CH:6][CH:7]=1.CCN(C(C)C)C(C)C.[C:18](Cl)(=[O:20])[CH3:19]>>[Br:1][C:2]1[CH:3]=[C:4]([NH:8][C:18](=[O:20])[CH3:19])[CH:5]=[CH:6][CH:7]=1.